From a dataset of the Open Reaction Database (ORD), a public repository of structured organic reaction records. describe an organic reaction: reactants, conditions, products, and yield Reactants: solution, O1CCCC1 (tetrahydrofuran), C(C1=CC=CC=C1)OC(=O)NC(C(=O)OC(C)(C)C)C(C=1SC(=CC1)CN1CCCC1)O (t-butyl 2-benzyloxycarbonylamino-3-hydroxy-3-[5-(1-pyrrolidinyl)methyl-2-thienyl]propionate), [H-].[Al+3].[Li+].[H-].[H-].[H-] (lithium aluminum hydride), [OH-].[Na+] (sodium hydroxide), [H-].[Al+3].[Li+].[H-].[H-].[H-] (lithium aluminum hydride). Solvent: O1CCCC1.CCOCC (tetrahydrofuran ether), CCOCC.CO (ether methanol). Reaction conditions: temperature 50 celsius, time 2 hour. The product is N (ammonia), CNC(C(O)C=1SC(=CC1)CN1CCCC1)CO (2-methylamino-1-[5-(1-pyrrolidinyl)methyl-2-thienyl]propane-1,3-diol). The yield is 116.4%. RXN SMILES: O1CCCC1.C(O[C:14]([NH:16][CH:17]([CH:25]([OH:37])[C:26]1[S:27][C:28]([CH2:31][N:32]2[CH2:36][CH2:35][CH2:34][CH2:33]2)=[CH:29][CH:30]=1)[C:18](OC(C)(C)C)=[O:19])=O)C1C=CC=CC=1.[H-].[Al+3].[Li+].[H-].[H-].[H-].[OH-].[Na+]>O1CCCC1.CCOCC.CCOCC.CO>[NH3:16].[CH3:14][NH:16][CH:17]([CH2:18][OH:19])[CH:25]([C:26]1[S:27][C:28]([CH2:31][N:32]2[CH2:36][CH2:35][CH2:34][CH2:33]2)=[CH:29][CH:30]=1)[OH:37] |f:2.3.4.5.6.7,8.9,10.11,12.13|. Reported procedure: A tetrahydrofuran solution (10 ml) of 1.2 g of t-butyl 2-benzyloxycarbonylamino-3-hydroxy-3-[5-(1-pyrrolidinyl)methyl-2-thienyl]propionate (A form) was added dropwise to 500 mg of lithium aluminum hydride in tetrahydrofuran:ether (1:1) mixed solution (50 ml) in an ice bath, and the resulting mixture was stirred for 2 hours under reflux at 50° C. Excess lithium aluminum hydride was decomposed with ether:methanol (4:1) mixed solution, and the resulting solution was mixed with 1N sodium hydroxide a... Starting materials: C(C)(C)OC1=C(C(=CC=C1)N)N (3-isopropoxy-benzene-1,2-diamine), COC1=CC2=C(NC(=N2)CCCNC)C=C1OC ([3-(5,6-dimethoxy-1H-benzoimidazol-2-yl)-propyl]-methyl-amine). Product: C(C)(C)OC1=CC=CC=2NC(=NC21)CCCNC ([3-(4-Isopropoxy-1H-benzoimidazol-2-yl)-propyl]-methyl-amine). As a reaction SMILES: [CH:1]([O:4][C:5]1[CH:10]=[CH:9][CH:8]=[C:7]([NH2:11])[C:6]=1[NH2:12])([CH3:3])[CH3:2].CO[C:15]1C(OC)=C[C:18]2[NH:19][C:20](CCCNC)=N[C:17]=2[CH:16]=1>>[CH:1]([O:4][C:5]1[C:6]2[N:12]=[C:15]([CH2:16][CH2:17][CH2:18][NH:19][CH3:20])[NH:11][C:7]=2[CH:8]=[CH:9][CH:10]=1)([CH3:3])[CH3:2]. Procedure details: Prepared from 3-isopropoxy-benzene-1,2-diamine in analogy to the methods described for [3-(5,6-dimethoxy-1H-benzoimidazol-2-yl)-propyl]-methyl-amine.